Task: describe an organic reaction: reactants, conditions, products, and yield. Dataset: the Open Reaction Database (ORD), a public repository of structured organic reaction records The reactants are CN1CCN(S(=O)(=O)c2ccc(N3CCC(=O)CC3)cc2)CC1, CCCCCC, CS(=O)(=O)Nc1cc(C(O)CN)ccc1O, O. Product: CN1CCN(S(=O)(=O)c2ccc(N3CCC(NCC(O)c4ccc(O)c(NS(C)(=O)=O)c4)CC3)cc2)CC1. Reaction SMILES: [CH3:17][N:18]1[CH2:19][CH2:20][N:21]([S:24](=[O:25])(=[O:26])[c:27]2[cH:28][cH:29][c:30]([N:33]3[CH2:34][CH2:35][C:36](=[O:39])[CH2:37][CH2:38]3)[cH:31][cH:32]2)[CH2:22][CH2:23]1.[CH3:40][CH2:41][CH2:42][CH2:43][CH2:44][CH3:45].[NH2:1][CH2:2][CH:3]([OH:4])[c:5]1[cH:6][cH:7][c:8]([OH:16])[c:9]([NH:11][S:12](=[O:13])(=[O:14])[CH3:15])[cH:10]1.[OH2:46]>>[NH:1]([CH2:2][CH:3]([OH:4])[c:5]1[cH:6][cH:7][c:8]([OH:16])[c:9]([NH:11][S:12](=[O:13])(=[O:14])[CH3:15])[cH:10]1)[CH:36]1[CH2:35][CH2:34][N:33]([c:30]2[cH:29][cH:28][c:27]([S:24]([N:21]3[CH2:20][CH2:19][N:18]([CH3:17])[CH2:23][CH2:22]3)(=[O:25])=[O:26])[cH:32][cH:31]2)[CH2:38][CH2:37]1. Procedure: 17-Ethyl-1-hydroxy-12-[2'-(3"-azido-4"-phenoxycyclohexyl)-1'-methylvinyl]-23,25-dimethoxy-13,19,21,27-tetramethyl-11,28-dioxa-4-azatricyclo[22.3.1.04,9 ]-octacos-18-ene-2,3,10,16-tetraone (24 mg) in THF (1 ml) containing 1 drop of water was treated with triphenylphosphine (9 mg) and the mixture stirred at room temperature for 72 hours. The reaction mixture was purified directly by preparative thin layer chromatography eluting eith 90% dichloromethane:10% methanol to give the title compound (5 mg... Run in C1CCOC1 (THF). The reactants are C(C)C1C(CCC(C(OC(C2CCCCN2C(C(C2(C(CC(C(C(CC(CC(=C1)C)C)OC)O2)OC)C)O)=O)=O)=O)C(=CC2CC(C(CC2)OC2=CC=CC=C2)N=[N+]=[N-])C)C)=O (17-Ethyl-1-hydroxy-12-[2'-(3"-azido-4"-phenoxycyclohexyl)-1'-methylvinyl]-23,25-dimethoxy-13,19,21,27-tetramethyl-11,28-dioxa-4-azatricyclo[22.3.1.04,9 ]-octacos-18-ene-2,3,10,16-tetraone), C1(=CC=CC=C1)P(C1=CC=CC=C1)C1=CC=CC=C1 (triphenylphosphine). Product: C(C)C1C(CCC(C(OC(C2CCCCN2C(C(C2(C(CC(C(C(CC(CC(=C1)C)C)OC)O2)OC)C)O)=O)=O)=O)C(=CC2CC(C(CC2)OC2=CC=CC=C2)N)C)C)=O (17-Ethyl-1-hydroxy-12-[2'-(3"-amino-4"-phenoxycyclohexyl)-1'-methylvinyl]-23,25-dimethoxy-13,19,21,27-tetramethyl-11,28-dioxa-4-azatricyclo[22.3.1.04,9 ]octacos-18-ene-2,3,10,16-tetraone). Isolated yield 21.5%. As a reaction SMILES: [CH2:1]([CH:3]1[CH:29]=[C:28]([CH3:30])[CH2:27][CH:26]([CH3:31])[CH2:25][CH:24]([O:32][CH3:33])[CH:23]2[O:34][C:19]([OH:38])([CH:20]([CH3:37])[CH2:21][CH:22]2[O:35][CH3:36])[C:18](=[O:39])[C:17](=[O:40])[N:16]2[CH:11]([CH2:12][CH2:13][CH2:14][CH2:15]2)[C:10](=[O:41])[O:9][CH:8]([C:42]([CH3:60])=[CH:43][CH:44]2[CH2:49][CH2:48][CH:47]([O:50][C:51]3[CH:56]=[CH:55][CH:54]=[CH:53][CH:52]=3)[CH:46]([N:57]=[N+]=[N-])[CH2:45]2)[CH:7]([CH3:61])[CH2:6][CH2:5][C:4]1=[O:62])[CH3:2].C1(P(C2C=CC=CC=2)C2C=CC=CC=2)C=CC=CC=1>C1COCC1.O>[CH2:1]([CH:3]1[CH:29]=[C:28]([CH3:30])[CH2:27][CH:26]([CH3:31])[CH2:25][CH:24]([O:32][CH3:33])[CH:23]2[O:34][C:19]([OH:38])([CH:20]([CH3:37])[CH2:21][CH:22]2[O:35][CH3:36])[C:18](=[O:39])[C:17](=[O:40])[N:16]2[CH:11]([CH2:12][CH2:13][CH2:14][CH2:15]2)[C:10](=[O:41])[O:9][CH:8]([C:42]([CH3:60])=[CH:43][CH:44]2[CH2:49][CH2:48][CH:47]([O:50][C:51]3[CH:56]=[CH:55][CH:54]=[CH:53][CH:52]=3)[CH:46]([NH2:57])[CH2:45]2)[CH:7]([CH3:61])[CH2:6][CH2:5][C:4]1=[O:62])[CH3:2]. Conditions: time 72 hour. The reagents and catalysts are O (water). Reactants: Br.C(C)C1=NN(C(S1)=N)CC1=CC=C(C=C1)I (5-ethyl-2-imino-3-(4-iodobenzyl)-1,3,4-thiadiazoline hydrobromide), [OH-].[Na+] (sodium hydroxide). Solvent: C(Cl)(Cl)Cl (chloroform). Conditions: time 30 minute. Product: C(C)C1=NN(C(S1)=N)CC1=CC=C(C=C1)I (5-ethyl-2-imino-3-(4-iodobenzyl)-1,3,4-thiadiazoline). Yield: 79.0%. As a reaction SMILES: Br.[CH2:2]([C:4]1[S:8][C:7](=[NH:9])[N:6]([CH2:10][C:11]2[CH:16]=[CH:15][C:14]([I:17])=[CH:13][CH:12]=2)[N:5]=1)[CH3:3].[OH-].[Na+]>C(Cl)(Cl)Cl>[CH2:2]([C:4]1[S:8][C:7](=[NH:9])[N:6]([CH2:10][C:11]2[CH:16]=[CH:15][C:14]([I:17])=[CH:13][CH:12]=2)[N:5]=1)[CH3:3] |f:0.1,2.3|. Reported procedure: In chloroform (50 ml), 5-ethyl-2-imino-3-(4-iodobenzyl)-1,3,4-thiadiazoline hydrobromide (2.89 g) was suspended. To the resulting suspension was added 0.5N sodium hydroxide (25 ml), and they were stirred for 30 minutes. After separation, the organic layer was dried over anhydrous magnesium sulfate. The oily substance so obtained was crystallized from diisopropyl ether, whereby 1.85 g of the title compound was obtained. Reactants: O=[Ag], C[Si](C)(C)OC1CC(CO)N(C(=O)OCc2ccccc2)C1, CC(C)=O, CI. The product is COCC1CC(O[Si](C)(C)C)CN1C(=O)OCc1ccccc1. As a reaction SMILES: [Ag:29]=[O:30].[CH2:1]([c:2]1[cH:3][cH:4][cH:5][cH:6][cH:7]1)[O:8][C:9](=[O:10])[N:11]1[CH:12]([CH2:21][OH:22])[CH2:13][CH:14]([O:16][Si:17]([CH3:18])([CH3:19])[CH3:20])[CH2:15]1.[CH3:25][C:26](=[O:27])[CH3:28].[I:23][CH3:24]>>[CH2:1]([c:2]1[cH:3][cH:4][cH:5][cH:6][cH:7]1)[O:8][C:9](=[O:10])[N:11]1[CH:12]([CH2:21][O:22][CH3:24])[CH2:13][CH:14]([O:16][Si:17]([CH3:18])([CH3:19])[CH3:20])[CH2:15]1. The reactants are COC(=O)C1=CC(=C(C=C1)C1=CC=C(C=C1)Cl)C (4′-chloro-2-methyl-biphenyl-4-carboxylic acid methyl ester), C(C1=CC=CC=C1)(=O)OOC(C1=CC=CC=C1)=O (benzoyl peroxide), BrN1C(CCC1=O)=O (N-bromosuccinimide). Solvent: ClCCl (dichloromethane), C(Cl)(Cl)(Cl)Cl (carbon tetrachloride). Product: COC(=O)C1=CC(=C(C=C1)C1=CC=C(C=C1)Cl)CBr (2-bromomethyl-4′-chloro-biphenyl-4-carboxylic acid methyl ester). Isolated yield 55.8%. RXN SMILES: [CH3:1][O:2][C:3]([C:5]1[CH:10]=[CH:9][C:8]([C:11]2[CH:16]=[CH:15][C:14]([Cl:17])=[CH:13][CH:12]=2)=[C:7]([CH3:18])[CH:6]=1)=[O:4].C(OOC(=O)C1C=CC=CC=1)(=O)C1C=CC=CC=1.[Br:37]N1C(=O)CCC1=O>C(Cl)(Cl)(Cl)Cl.ClCCl>[CH3:1][O:2][C:3]([C:5]1[CH:10]=[CH:9][C:8]([C:11]2[CH:16]=[CH:15][C:14]([Cl:17])=[CH:13][CH:12]=2)=[C:7]([CH2:18][Br:37])[CH:6]=1)=[O:4]. Procedure: To a solution of 191 mg (0.73 mmol) of 4′-chloro-2-methyl-biphenyl-4-carboxylic acid methyl ester in 4 mL of carbon tetrachloride (CCl4) was added 9.7 mg (0.04 mmol) of benzoyl peroxide, followed by 124 mg (0.696 mmol) of N-bromosuccinimide (NBS), and the reaction mixture was heated at reflux for 6 h. The mixture was cooled to rt, diluted with dichloromethane and washed with water and brine. The organic layer was dried over sodium sulfate and concentrated to give 132 mg (53%) of 2-bromomethyl-4′... Reactants: C(=O)(Cl)Cl (phosgene), C1(=CC=CC=C1)C (toluene), COC1=C(CN2C(C(NC=3C=CC4=C(C23)C=CC=C4)=O)=O)C=CC(=C1)OC (1-(2,4-dimethoxybenzyl)benzo[f]quinoxaline-2,3(1H, 4H)-dione). Run in CN(C=O)C (N,N-dimethylformamide). Conditions: temperature 0 celsius. The product is ClC1=NC=2C=CC3=C(C2N(C1=O)CC1=C(C=C(C=C1)OC)OC)C=CC=C3 (3-Chloro-1-(2,4-dimethoxybenzyl)benzo[f]quinoxalin-2(1H)-one). Yield: 90.0%. As a reaction SMILES: [C:1]([Cl:4])(Cl)=O.C1(C)C=CC=CC=1.[CH3:12][O:13][C:14]1[CH:36]=[C:35]([O:37][CH3:38])[CH:34]=[CH:33][C:15]=1[CH2:16][N:17]1[C:26]2[C:25]3[CH:27]=[CH:28][CH:29]=[CH:30][C:24]=3[CH:23]=[CH:22][C:21]=2[NH:20]C(=O)[C:18]1=[O:32]>CN(C)C=O>[Cl:4][C:1]1[C:18](=[O:32])[N:17]([CH2:16][C:15]2[CH:33]=[CH:34][C:35]([O:37][CH3:38])=[CH:36][C:14]=2[O:13][CH3:12])[C:26]2[C:25]3[CH:27]=[CH:28][CH:29]=[CH:30][C:24]=3[CH:23]=[CH:22][C:21]=2[N:20]=1. Procedure: A solution of 20% phosgene in toluene (10 ml, 19 mmol) was added to a solution of 1-(2,4-dimethoxybenzyl)benzo[f]quinoxaline-2,3(1H, 4H)-dione (950 mg; 2.6 mmol) in dry N,N-dimethylformamide (100 ml) with stirring at 0° C. The mixture was stirred at room temperature overnight, and evaporated to dryness. The residue was triturated with ice/water, filtered and dried in vacuo to give 900 mg (90%) of the title compound, m.p. 186° C. 1H-NMR (DMSO-d6): δ 3.80 (s, 3H), 3.82 (s, 3H), 5.65 (s, 2H), 6.45 ... As a reaction SMILES: ClC1C=C(C=CC=1)C(OO)=[O:6].[Br:12][C:13]1[C:22]([O:23][CH3:24])=[C:21]2[C:16]([C:17](=[O:35])[C:18]([C:30]([O:32][CH2:33][CH3:34])=[O:31])=[C:19]([S:28][CH3:29])[N:20]2[CH:25]2[CH2:27][CH2:26]2)=[CH:15][CH:14]=1>C(Cl)Cl>[Br:12][C:13]1[C:22]([O:23][CH3:24])=[C:21]2[C:16]([C:17](=[O:35])[C:18]([C:30]([O:32][CH2:33][CH3:34])=[O:31])=[C:19]([S:28]([CH3:29])=[O:6])[N:20]2[CH:25]2[CH2:26][CH2:27]2)=[CH:15][CH:14]=1. Reactants: ClC=1C=C(C(=O)OO)C=CC1 (m-Chloroperoxybenzoic acid), BrC1=CC=C2C(C(=C(N(C2=C1OC)C1CC1)SC)C(=O)OCC)=O (ethyl 7-bromo-1-cyclopropyl-8-methoxy-2-methylsulfanyl-4-oxo-1,4-dihydroquinoline-3-carboxylate). Yield: 55.7%. Reaction conditions: time 1 hour. Procedure: m-Chloroperoxybenzoic acid (≦77%, 273.5 mg, 1.22 mmol) is added in one portion to a solution of crude ethyl 15 (from above ˜1.22 mmol) in methylene chloride (5.0 mL) at room temperature. The reaction mixture is stirred for 1 h, diluted with methylene chloride (10 mL), and washed with a saturated aqueous solution of sodium bicarbonate (25 mL). The organic layer is dried over magnesium sulfate and evaporated under reduced pressure to give the crude product. This material is purified by flash colum... Solvent: C(Cl)Cl (methylene chloride), C(Cl)Cl (methylene chloride). Yields the product BrC1=CC=C2C(C(=C(N(C2=C1OC)C1CC1)S(=O)C)C(=O)OCC)=O (Ethyl 7-Bromo-1-Cyclopropyl-2-Methanesulfinyl-8-Methoxy-4-Oxo-1,4-Dihydroquinoline-3-Carboxylate). Starting materials: ClC1=C(C=CC=C1)C(N1C2CC(CC1CC2)(O)C2=NC=CC=N2)C2=C(C=CC=C2)Cl (8-[Bis(2-chlorophenyl)methyl]-3-(2-pyrimidinyl)-8-azabicyclo[3.2.1]octan-3-ol). Reagents/catalysts: [Ni] (Raney nickel). The solvent is C(C)O (ethanol). Reaction conditions: temperature 80 celsius, time 20 hour. Yields the product ClC1=C(C=CC=C1)C(N1C2CC(CC1CC2)(O)C=2NCCCN2)C2=C(C=CC=C2)Cl (8-[Bis(2-chlorophenyl)methyl]-3-(1,4,5,6-tetrahydro-2-pyrimidinyl)-8-azabicyclo[3.2.1]octan-3-ol). Reaction SMILES: [Cl:1][C:2]1[CH:7]=[CH:6][CH:5]=[CH:4][C:3]=1[CH:8]([C:24]1[CH:29]=[CH:28][CH:27]=[CH:26][C:25]=1[Cl:30])[N:9]1[CH:14]2[CH2:15][CH2:16][CH:10]1[CH2:11][C:12]([C:18]1[N:23]=[CH:22][CH:21]=[CH:20][N:19]=1)([OH:17])[CH2:13]2>[Ni].C(O)C>[Cl:30][C:25]1[CH:26]=[CH:27][CH:28]=[CH:29][C:24]=1[CH:8]([C:3]1[CH:4]=[CH:5][CH:6]=[CH:7][C:2]=1[Cl:1])[N:9]1[CH:14]2[CH2:15][CH2:16][CH:10]1[CH2:11][C:12]([C:18]1[NH:23][CH2:22][CH2:21][CH2:20][N:19]=1)([OH:17])[CH2:13]2. Reported procedure: Add Raney nickel to a solution of Example 1 (160 mg) in ethanol (10 ml) at RT. Heat to 80° C. and stir for 20 h, filter and concentrate. Purify the residue by column chromatography to produce the title compound. 1H NMR (CDCl3) 7.85 (d, 2H), 7.25 (m, 4H), 7.15 (t, 2H), 5.55 (s, 1H), 3.40 (dd, 4H), 3.10 (s, br, 2H), 2.05-2.35 (m, 6H), 2.75(q, 2H), 1.55 (d, 2H).